describe an organic reaction: reactants, conditions, products, and yield From a dataset of the Open Reaction Database (ORD), a public repository of structured organic reaction records. Starting materials: OCC1(CNc2cccc(Br)n2)CCOCC1, OB(O)c1cc(F)ncc1Cl. The product is OCC1(CNc2cccc(-c3cc(F)ncc3Cl)n2)CCOCC1. As a reaction SMILES: [Br:1][c:2]1[cH:3][cH:4][cH:5][c:6]([NH:8][CH2:9][C:10]2([CH2:16][OH:17])[CH2:11][CH2:12][O:13][CH2:14][CH2:15]2)[n:7]1.[Cl:18][c:19]1[c:20]([B:26]([OH:27])[OH:28])[cH:21][c:22]([F:25])[n:23][cH:24]1>>[c:2]1(-[c:20]2[c:19]([Cl:18])[cH:24][n:23][c:22]([F:25])[cH:21]2)[cH:3][cH:4][cH:5][c:6]([NH:8][CH2:9][C:10]2([CH2:16][OH:17])[CH2:11][CH2:12][O:13][CH2:14][CH2:15]2)[n:7]1. Reaction SMILES: [Br:1][CH2:2][CH2:3][CH2:4][CH2:5][CH2:6][OH:7].[O:8]1[CH:13]=[CH:12][CH2:11][CH2:10][CH2:9]1>P(Cl)(Cl)(Cl)=O.C(OCC)C>[Br:1][CH2:2][CH2:3][CH2:4][CH2:5][CH2:6][O:7][CH:9]1[CH2:10][CH2:11][CH2:12][CH2:13][O:8]1. Solvent: C(C)OCC (diethyl ether). Product: BrCCCCCOC1OCCCC1 (5-bromo-1-(tetrahydropyran-2-yloxy)pentane). Reagents/catalysts: P(=O)(Cl)(Cl)Cl (phosphorus oxychloride). Starting materials: BrCCCCCO (5-bromopentan-1-ol), O1CCCC=C1 (2,3-dihydropyran). Run at time 8 hour. Reported procedure: To 36 g of 5-bromopentan-1-ol were added 24.72 ml of 2,3-dihydropyran and 3 drops of phosphorus oxychloride under cooling in an ice bath, and the mixture was stirred overnight at room temperature. The reaction mixture was diluted with diethyl ether, washed with 5% aqueous potassium hydroxide, water, a saturated aqueous solution of sodium chloride, dried over magnesium sulphate and concentrated under reduced pressure. The residue was purified by column chromatography on silica gel using a mixture... The reactants are CC(=O)OCC1=C(N2[C@@H]([C@@H](C2=O)N)SC1)C(=O)O (7-aminocephalosporanic acid), C(C)OP(=O)(OCC)CN1N=NN=C1S (1-diethoxyphosphinylmethyltetrazole-5-thiol), P(=O)(O)(O)CN1N=NN=C1S (1-phosphonomethyltetrazole-5-thiol), C([O-])(O)=O.[Na+] (sodium bicarbonate). The product is N[C@H]1[C@@H]2N(C(=C(CS2)C(CP(=O)(OCC)OCC)SC2=NN=NN2)C(=O)O)C1=O (7β-amino-3-(1-diethoxyphosphinylmethyltetrazol-5-ylthiomethyl)-3-cephem-4-carboxylic acid), N[C@H]1[C@@H]2N(C(=C(CS2)C(CP(=O)(O)O)SC2=NN=NN2)C(=O)O)C1=O (7β-amino-3-(1-phosphonomethyltetrazol-5-ylthiomethyl)-3-cephem-4-carboxylic acid). As a reaction SMILES: CC(O[CH2:5][C:6]1[CH2:15][S:14][C@@H:9]2[C@H:10]([NH2:13])[C:11](=[O:12])[N:8]2[C:7]=1[C:16]([OH:18])=[O:17])=O.[CH2:19]([O:21][P:22]([CH2:27][N:28]1[C:32]([SH:33])=[N:31][N:30]=[N:29]1)([O:24][CH2:25][CH3:26])=[O:23])[CH3:20].[P:34]([CH2:38][N:39]1[C:43]([SH:44])=[N:42][N:41]=[N:40]1)([OH:37])([OH:36])=[O:35].C(=O)(O)[O-].[Na+]>>[NH2:13][C@@H:10]1[C:11](=[O:12])[N:8]2[C:7]([C:16]([OH:18])=[O:17])=[C:6]([CH:5]([S:44][C:43]3[NH:42][N:41]=[N:40][N:39]=3)[CH2:27][P:22]([O:21][CH2:19][CH3:20])([O:24][CH2:25][CH3:26])=[O:23])[CH2:15][S:14][C@H:9]12.[NH2:13][C@@H:10]1[C:11](=[O:12])[N:8]2[C:7]([C:16]([OH:18])=[O:17])=[C:6]([CH:5]([S:33][C:32]3[NH:28][N:29]=[N:30][N:31]=3)[CH2:38][P:34]([OH:37])([OH:36])=[O:35])[CH2:15][S:14][C@H:9]12 |f:3.4|. Procedure details: Reaction of 7-aminocephalosporanic acid with 1-diethoxyphosphinylmethyltetrazole-5-thiol and 1-phosphonomethyltetrazole-5-thiol in the presence of 1 and 3 molecular equivalents of sodium bicarbonate, respectively, as described in Example 10 gives 7β-amino-3-(1-diethoxyphosphinylmethyltetrazol-5-ylthiomethyl)-3-cephem-4-carboxylic acid and 7β-amino-3-(1-phosphonomethyltetrazol-5-ylthiomethyl)-3-cephem-4-carboxylic acid, respectively. Reactants: ClC1=C(C=NC=2N1N=CC2C(=O)OCC)C(=O)OC (Methyl 7-chloro-3-ethoxycarbonylpyrazolo[1,5-a]pyrimidine-6-carboxylate), CC1=C(N)C=C(C=C1)C (2,5-dimethylaniline). The product is CC1=C(C=C(C=C1)C)NC1=C(C=NC=2N1N=CC2C(=O)OCC)C(=O)OC (Methyl 7-(2,5-dimethylphenylamino)-3-ethoxycarbonylpyrazolo[1,5-a]pyrimidine-6-carboxylate). The yield is 82.0%. Reaction SMILES: Cl[C:2]1[N:7]2[N:8]=[CH:9][C:10]([C:11]([O:13][CH2:14][CH3:15])=[O:12])=[C:6]2[N:5]=[CH:4][C:3]=1[C:16]([O:18][CH3:19])=[O:17].[CH3:20][C:21]1[CH:27]=[CH:26][C:25]([CH3:28])=[CH:24][C:22]=1[NH2:23]>>[CH3:20][C:21]1[CH:27]=[CH:26][C:25]([CH3:28])=[CH:24][C:22]=1[NH:23][C:2]1[N:7]2[N:8]=[CH:9][C:10]([C:11]([O:13][CH2:14][CH3:15])=[O:12])=[C:6]2[N:5]=[CH:4][C:3]=1[C:16]([O:18][CH3:19])=[O:17]. Reported procedure: In the same manner as in Example 1, step 4 and using methyl 7-chloro-3-ethoxycarbonylpyrazolo[1,5-a]pyrimidine-6-carboxylate (2.8 g, 9.9 mmol) obtained in Example 21, step 2 and 2,5-dimethylaniline (1.5 mL, 11.8 mmol), the title compound (2.99 g, 81%) was obtained. The reactants are NC=1C=C(C=CC1)C1=C(C=NC2=C(C=CC=C12)C(F)(F)F)C(=O)C1=CC=CC=C1 ([4-(3-aminophenyl)-8-(trifluoromethyl)quinolin-3-yl](phenyl)methanone), C1(=CC=CC=C1)N=C=O (phenyl isocyanate). Product: C(C1=CC=CC=C1)(=O)C=1C=NC2=C(C=CC=C2C1C=1C=C(C=CC1)NC(=O)NC1=CC=CC=C1)C(F)(F)F (1-[3-(3-BENZOYL-8-TRIFLUOROMETHYL-QUINOLIN-4-YL)-PHENYL]-3-PHENYL-UREA). Procedure details: The title compound was prepared from [4-(3-aminophenyl)-8-(trifluoromethyl)quinolin-3-yl](phenyl)methanone and phenyl isocyanate in substantially the same manner as described in Example 61 with one change: no triethylamine was used; off-white solid: MS (EI) m/z 512.2 (M+H)+; 1H NMR (DMSO-d6): δ 6.90 (d, J=7.7 Hz, 1H), 6.96 (t, J=7.3 Hz, 1H), 7.20-7.30 (m, 3H), 7.35-7.47 (m, 6H), 7.57 (t, J=7.5 Hz, 1H), 7.66 (d, J=8.5 Hz, 2H), 7.83 (d, J=7.7 Hz, 1H), 8.35 (d, J=6.9 Hz, 1H), 8.66 (s, 1H), 8.74 (s,... As a reaction SMILES: [NH2:1][C:2]1[CH:3]=[C:4]([C:8]2[C:17]3[C:12](=[C:13]([C:18]([F:21])([F:20])[F:19])[CH:14]=[CH:15][CH:16]=3)[N:11]=[CH:10][C:9]=2[C:22]([C:24]2[CH:29]=[CH:28][CH:27]=[CH:26][CH:25]=2)=[O:23])[CH:5]=[CH:6][CH:7]=1.[C:30]1([N:36]=[C:37]=[O:38])[CH:35]=[CH:34][CH:33]=[CH:32][CH:31]=1>C(N(CC)CC)C>[C:22]([C:9]1[CH:10]=[N:11][C:12]2[C:17]([C:8]=1[C:4]1[CH:3]=[C:2]([NH:1][C:37]([NH:36][C:30]3[CH:35]=[CH:34][CH:33]=[CH:32][CH:31]=3)=[O:38])[CH:7]=[CH:6][CH:5]=1)=[CH:16][CH:15]=[CH:14][C:13]=2[C:18]([F:21])([F:19])[F:20])(=[O:23])[C:24]1[CH:25]=[CH:26][CH:27]=[CH:28][CH:29]=1. Solvent: C(C)N(CC)CC (triethylamine). As a reaction SMILES: [C:1]([c:2]1[cH:3][cH:4][cH:5][cH:6][cH:7]1)(=[S:8])[SH:9].[C:20]([Cl:21])([Cl:22])([Cl:23])[Cl:24].[CH:10](=[CH2:11])[c:12]1[cH:13][cH:14][c:15]([O:18][CH3:19])[cH:16][cH:17]1>>[C:1]([c:2]1[cH:3][cH:4][cH:5][cH:6][cH:7]1)(=[S:8])[S:9][CH:10]([CH3:11])[c:12]1[cH:13][cH:14][c:15]([O:18][CH3:19])[cH:16][cH:17]1. Product: COc1ccc(C(C)SC(=S)c2ccccc2)cc1. Reactants: S=C(S)c1ccccc1, ClC(Cl)(Cl)Cl, C=Cc1ccc(OC)cc1.